Dataset: the Open Reaction Database (ORD), a public repository of structured organic reaction records. Task: describe an organic reaction: reactants, conditions, products, and yield Starting materials: C(C)(=O)O (acetic acid), N1CCCCC1 (piperidine), C(C1=CC=CC=C1)OC1=CC(=C(C=O)C=C1)OC (4-(benzyloxy)-2-methoxybenzaldehyde), C(CC(=O)C)(=O)OCC (ethyl acetoacetate), C(C)(=O)O (acetic acid), N1CCCCC1 (piperidine). The solvent is C1(=CC=CC=C1)C (toluene), C1(=CC=CC=C1)C (toluene). Product: C(C1=CC=CC=C1)OC1=CC(=C(C=C(C(=O)OCC)C(C)=O)C=C1)OC (Ethyl 2-(4-(benzyloxy)-2-methoxybenzylidene)-3-oxobutanoate). RXN SMILES: [CH2:1]([O:8][C:9]1[CH:16]=[CH:15][C:12]([CH:13]=O)=[C:11]([O:17][CH3:18])[CH:10]=1)[C:2]1[CH:7]=[CH:6][CH:5]=[CH:4][CH:3]=1.[C:19]([O:25][CH2:26][CH3:27])(=[O:24])[CH2:20][C:21]([CH3:23])=[O:22].C(O)(=O)C.N1CCCCC1>C1(C)C=CC=CC=1>[CH2:1]([O:8][C:9]1[CH:16]=[CH:15][C:12]([CH:13]=[C:20]([C:21](=[O:22])[CH3:23])[C:19]([O:25][CH2:26][CH3:27])=[O:24])=[C:11]([O:17][CH3:18])[CH:10]=1)[C:2]1[CH:7]=[CH:6][CH:5]=[CH:4][CH:3]=1. Procedure: A solution of 4-(benzyloxy)-2-methoxybenzaldehyde (28.3 g), ethyl acetoacetate (18 ml), acetic acid (1.74 ml) and piperidine (0.56 ml) in toluene (400 ml) was heated under reflux for 48 h. A solution of acetic acid (1.74 ml) and piperidine (0.56 ml) in toluene (10 ml) was added and the solution heated under reflux for a further 48 h. The solvent was evaporated under reduced pressure and the residue partitioned between EtOAc and brine. The organics were separated, washed with aq NaHCO3 soln, 1M H... Reactants: C1(=CC=C(C=C1)S(=O)(=O)O)C (p-toluenesulfonic acid), OCC=1OC=C(C(C1)=O)OCC1=CC=C(C=C1)OC (2-Hydroxymethyl-5-(4-methoxybenzyloxy)-4-pyrone), O1CCCC=C1 (3,4-dihydro-2H-pyrane). Solvent: ClCCl (dichloromethane). The product is COC1=CC=C(COC=2C(C=C(OC2)COC2OCCCC2)=O)C=C1 (5-(4-methoxybenzyloxy)-2-(tetrahydropyran-2-yl)oxymethyl-4-pyrone). As a reaction SMILES: [OH:1][CH2:2][C:3]1[O:4][CH:5]=[C:6]([O:10][CH2:11][C:12]2[CH:17]=[CH:16][C:15]([O:18][CH3:19])=[CH:14][CH:13]=2)[C:7](=[O:9])[CH:8]=1.C1(C)C=CC(S(O)(=O)=O)=CC=1.[O:31]1[CH:36]=[CH:35][CH2:34][CH2:33][CH2:32]1>ClCCl>[CH3:19][O:18][C:15]1[CH:14]=[CH:13][C:12]([CH2:11][O:10][C:6]2[C:7](=[O:9])[CH:8]=[C:3]([CH2:2][O:1][CH:32]3[CH2:33][CH2:34][CH2:35][CH2:36][O:31]3)[O:4][CH:5]=2)=[CH:17][CH:16]=1. Procedure details: 2-Hydroxymethyl-5-(4-methoxybenzyloxy)-4-pyrone (2.62 g) was dissolved in dichloromethane (48 ml). To the solution was added, while stirring at room temperature, p-toluenesulfonic acid (100 mg). To the mixture was added dropwise 3,4-dihydro-2H-pyrane (2.28 ml). The mixture was stirred for 3 hours at room temperature. The reaction mixture was washed with an aqueous solution of sodium hydrogencarbonate and an aqueous saline solution, which was dried over anhydrous magnesium sulfate, followed by co... Conditions: temperature 2.5 celsius. The yield is 60.5%. Solvent: CO (methanol), CO (methanol). The reagents and catalysts are [Cl-].[Zn+2].[Cl-] (zinc chloride). Procedure: 8-amino-2,3-dimethylimidazo[1,2-a]pyridine (0.5 g, 3.1 mmol), 4-methoxy-2.6-dimethylbenzaldehyd (0.51 g, 3.11 mmol) were dissolved in methanol (10 ml) whereupon zinc chloride (0.51 g, 3.82 mmol) dissolved in methanol (5 ml) was added. Sodium cyanoborohydride was added in portions and the mixture was refluxed for 3 h under under nitrogen. The mixture was stirred at 0-5° C. and 1 M sodium hydroxide (20 ml) was added. After extraction with 2×50 ml of methylene chloride the combined organic layer wa... Product: COC1=CC(=C(CNC=2C=3N(C=CC2)C(=C(N3)C)C)C(=C1)C)C (8-(4-methoxy-2,6-dimethylbenzylamino)-2,3-dimethylimidazo[1,2-a]pyridine). Reaction SMILES: [NH2:1][C:2]1[C:3]2[N:4]([C:8]([CH3:12])=[C:9]([CH3:11])[N:10]=2)[CH:5]=[CH:6][CH:7]=1.[CH3:13][O:14][C:15]1[CH:22]=[C:21]([CH3:23])[C:18]([CH:19]=O)=[C:17]([CH3:24])[CH:16]=1.C([BH3-])#N.[Na+].[OH-].[Na+]>CO.[Cl-].[Zn+2].[Cl-]>[CH3:13][O:14][C:15]1[CH:22]=[C:21]([CH3:23])[C:18]([CH2:19][NH:1][C:2]2[C:3]3[N:4]([C:8]([CH3:12])=[C:9]([CH3:11])[N:10]=3)[CH:5]=[CH:6][CH:7]=2)=[C:17]([CH3:24])[CH:16]=1 |f:2.3,4.5,7.8.9|. The reactants are NC=1C=2N(C=CC1)C(=C(N2)C)C (8-amino-2,3-dimethylimidazo[1,2-a]pyridine), COC1=CC(=C(C=O)C(=C1)C)C (4-methoxy-2.6-dimethylbenzaldehyd), [OH-].[Na+] (sodium hydroxide), C(#N)[BH3-].[Na+] (Sodium cyanoborohydride). The reactants are BrC=1C=C2C(=CN(C(C2=CC1)=O)CC(CO[Si](C)(C)C(C)(C)C)(C)C)CN1CCN(CC1)CCCO (6-bromo-2-(3-{[tert-butyl(dimethyl)silyl]oxy}-2,2-dimethylpropyl)-4-{[4-(3-hydroxypropyl)piperazin-1-yl]methyl}isoquinolin-1(2H)-one), C1(CC1)NC(C1=CC(=C(C(=C1)B1OC(C(O1)(C)C)(C)C)C)F)=O (N-cyclopropyl-3-fluoro-4-methyl-5-(4,4,5,5-tetramethyl-1,3,2-dioxaborolan-2-yl)benzamide), C([O-])([O-])=O.[K+].[K+] (potassium carbonate), Pd-118. Solvent: CN(C)C=O (DMF), [Cl-].[Na+].O (brine). Reaction conditions: time 3 hour. Product: C1(CC1)NC(C1=CC(=C(C(=C1)C=1C=C2C(=CN(C(C2=CC1)=O)CC(CO)(C)C)CN1CCN(CC1)CCCO)C)F)=O (N-Cyclopropyl-3-fluoro-5-[2-(3-hydroxy-2,2-dimethylpropyl)-4-{[4-(3-hydroxypropyl)piperazin-1-yl]methyl}-1-oxo-1,2-dihydroisoquinolin-6-yl]-4-methylbenzamide). Yield: 17.4%. RXN SMILES: Br[C:2]1[CH:3]=[C:4]2[C:9](=[CH:10][CH:11]=1)[C:8](=[O:12])[N:7]([CH2:13][C:14]([CH3:25])([CH3:24])[CH2:15][O:16][Si](C(C)(C)C)(C)C)[CH:6]=[C:5]2[CH2:26][N:27]1[CH2:32][CH2:31][N:30]([CH2:33][CH2:34][CH2:35][OH:36])[CH2:29][CH2:28]1.[CH:37]1([NH:40][C:41](=[O:59])[C:42]2[CH:47]=[C:46](B3OC(C)(C)C(C)(C)O3)[C:45]([CH3:57])=[C:44]([F:58])[CH:43]=2)[CH2:39][CH2:38]1.C(=O)([O-])[O-].[K+].[K+]>CN(C=O)C.[Cl-].[Na+].O>[CH:37]1([NH:40][C:41](=[O:59])[C:42]2[CH:47]=[C:46]([C:2]3[CH:3]=[C:4]4[C:9](=[CH:10][CH:11]=3)[C:8](=[O:12])[N:7]([CH2:13][C:14]([CH3:25])([CH3:24])[CH2:15][OH:16])[CH:6]=[C:5]4[CH2:26][N:27]3[CH2:28][CH2:29][N:30]([CH2:33][CH2:34][CH2:35][OH:36])[CH2:31][CH2:32]3)[C:45]([CH3:57])=[C:44]([F:58])[CH:43]=2)[CH2:38][CH2:39]1 |f:2.3.4,6.7.8|. Procedure details: A solution of 6-bromo-2-(3-{[tert-butyl(dimethyl)silyl]oxy}-2,2-dimethylpropyl)-4-{[4-(3-hydroxypropyl)piperazin-1-yl]methyl}isoquinolin-1(2H)-one (Example 32a, 1.0 g), N-cyclopropyl-3-fluoro-4-methyl-5-(4,4,5,5-tetramethyl-1,3,2-dioxaborolan-2-yl)benzamide (0.165 g), potassium carbonate (0.143 g) and Pd-118 (0.034 g) was stirred in DMF (10 mL) at 80° C. under nitrogen for 2 h. The reaction was cooled, diluted with saturated brine and extracted into ethyl acetate (3×30 mL), the combined extracts... Reactants: NC1C(N(C2=C(C(=N1)C1=CC=CC=C1)C=CC=C2)CC(=O)C2=C(C=CC=C2)C)=O (3-Amino-1,3-dihydro-1-(2'-methylphenacyl)-5-phenyl-2H-1,4-benzodiazepin-2-one), C([C@H](O)C1=CC=CC=C1)(=O)O ((R)(-)-mandelic acid), ClC1=C(C(C=O)=CC(=C1)Cl)O (3,5-dichlorosalicylaldehyde). Product: N[C@@H]1C(N(C2=C(C(=N1)C1=CC=CC=C1)C=CC=C2)CC(=O)C2=C(C=CC=C2)C)=O.C([C@H](O)C1=CC=CC=C1)(=O)[O-] ((S)-3-Amino-1,3-dihydro-1-(2'-methylphenacyl)-5-phenyl-2H-1,4-benzodiazepin-2-one·(R)mandelate). RXN SMILES: [NH2:1][CH:2]1[N:8]=[C:7]([C:9]2[CH:14]=[CH:13][CH:12]=[CH:11][CH:10]=2)[C:6]2[CH:15]=[CH:16][CH:17]=[CH:18][C:5]=2[N:4]([CH2:19][C:20]([C:22]2[CH:27]=[CH:26][CH:25]=[CH:24][C:23]=2[CH3:28])=[O:21])[C:3]1=[O:29].[C:30]([OH:40])(=[O:39])[C@@H:31]([C:33]1[CH:38]=[CH:37][CH:36]=[CH:35][CH:34]=1)[OH:32].ClC1C=C(Cl)C=C(C=O)C=1O>>[NH2:1][C@H:2]1[N:8]=[C:7]([C:9]2[CH:10]=[CH:11][CH:12]=[CH:13][CH:14]=2)[C:6]2[CH:15]=[CH:16][CH:17]=[CH:18][C:5]=2[N:4]([CH2:19][C:20]([C:22]2[CH:27]=[CH:26][CH:25]=[CH:24][C:23]=2[CH3:28])=[O:21])[C:3]1=[O:29].[C:30]([O-:40])(=[O:39])[C@@H:31]([C:33]1[CH:38]=[CH:37][CH:36]=[CH:35][CH:34]=1)[OH:32] |f:3.4|. Reported procedure: 3-Amino-1,3-dihydro-1-(2'-methylphenacyl)-5-phenyl-2H-1,4-benzodiazepin-2-one, (R)(-)-mandelic acid, and 3,5-dichlorosalicylaldehyde